This data is from the Open Reaction Database (ORD), a public repository of structured organic reaction records. The task is: describe an organic reaction: reactants, conditions, products, and yield The reactants are C(C1=CC=CC=C1)OC(C[C@@H](C(=O)NC1=C(C=CC(=C1)CC1=NNC(C2=CC=CC=C12)=O)F)NC(=O)OCC1=CC=CC=C1)=O ((S)-3-benzyloxycarbonylamino-N-[2-fluoro-5-(4-oxo-3,4-dihydrophthalazin-1-ylmethyl)phenyl]succinamic acid benzyl ester), CC1=CC=C(C=C1)COC(=O)NNC(=O)C2=NC=CN=C2 (pH10). Solvent: C([O-])([O-])=O.[Na+].[Na+] (sodium carbonate), C([O-])([O-])=O.[Na+].[Na+] (sodium carbonate). Conditions: time 72 hour. Product: C(C1=CC=CC=C1)OC(=O)N[C@@H](CC(=O)O)C(=O)NC1=C(C=CC(=C1)CC1=NNC(C2=CC=CC=C12)=O)F ((S)-3-benzyloxycarbonylamino-N-[2-fluoro-5-(4-oxo-3,4-dihydrophthalazin-1-ylmethyl)phenyl]succinamic acid). Isolated yield 72.1%. RXN SMILES: C([O:8][C:9](=[O:45])[CH2:10][C@H:11]([NH:34][C:35]([O:37][CH2:38][C:39]1[CH:44]=[CH:43][CH:42]=[CH:41][CH:40]=1)=[O:36])[C:12]([NH:14][C:15]1[CH:20]=[C:19]([CH2:21][C:22]2[C:31]3[C:26](=[CH:27][CH:28]=[CH:29][CH:30]=3)[C:25](=[O:32])[NH:24][N:23]=2)[CH:18]=[CH:17][C:16]=1[F:33])=[O:13])C1C=CC=CC=1.CC1C=CC(COC(NNC(C2C=NC=CN=2)=O)=O)=CC=1>C(=O)([O-])[O-].[Na+].[Na+]>[CH2:38]([O:37][C:35]([NH:34][C@H:11]([C:12]([NH:14][C:15]1[CH:20]=[C:19]([CH2:21][C:22]2[C:31]3[C:26](=[CH:27][CH:28]=[CH:29][CH:30]=3)[C:25](=[O:32])[NH:24][N:23]=2)[CH:18]=[CH:17][C:16]=1[F:33])=[O:13])[CH2:10][C:9]([OH:45])=[O:8])=[O:36])[C:39]1[CH:44]=[CH:43][CH:42]=[CH:41][CH:40]=1 |f:2.3.4|. Procedure details: A mixture of the above crude (S)-3-benzyloxycarbonylamino-N-[2-fluoro-5-(4-oxo-3,4-dihydrophthalazin-1-ylmethyl)phenyl]succinamic acid benzyl ester (0.57 g) and saturated aqueous sodium carbonate solution (pH 9; 10 ml) was stirred at ambient temperature for 72 hours. The pH of the mixture was adjusted to pH10 by the addition of further saturated aqueous sodium carbonate solution, then the mixture was stirred at 70° C. for 4 hours until a clear solution was obtained. The cooled solution was washe... The reactants are COC(=O)C1CCCC(C(=O)[O-])C1, Cl, N. Yields the product NC(=O)C1CCCC(C(=O)O)C1. RXN SMILES: [CH:1]1([C:10]([O:12][CH3:11])=[O:13])[CH2:2][CH:3]([C:7](=[O:8])[O-:9])[CH2:4][CH2:5][CH2:6]1.[ClH:14].[NH3:15]>>[CH:1]1([C:10](=[O:12])[NH2:15])[CH2:2][CH:3]([C:7](=[O:8])[OH:9])[CH2:4][CH2:5][CH2:6]1. Starting materials: CCO, Cc1cc(F)c(O)c([N+](=O)[O-])c1, [H][H]. Yields the product Cc1cc(N)c(O)c(F)c1. Reaction SMILES: [CH3:15][CH2:16][OH:17].[F:1][c:2]1[c:3]([OH:12])[c:4]([N+:9]([O-:10])=[O:11])[cH:5][c:6]([CH3:8])[cH:7]1.[H:13][H:14]>>[F:1][c:2]1[c:3]([OH:12])[c:4]([NH2:9])[cH:5][c:6]([CH3:8])[cH:7]1. Reactants: O (water), Example 4-40, [F-].[Cs+] (cesium fluoride), C(C)(C)(C)C1=CC=C(C=C1)\C(=C/[C@H]1CCC(N1CC1=C(C=C(C=C1)OC)OC)=O)\[Sn](CCCC)(CCCC)CCCC ((5R)-5-[(E)-2-(4-tert-butylphenyl)-2-(tributylstannyl)ethenyl]-1-(2,4-dimethoxybenzyl)pyrrolidin-2-one), Example 4-26, BrC1=CC=C(C(=N1)OC)C(C)=O (1-(6-bromo-2-methoxypyridin-3-yl)ethanone). The reagents and catalysts are C=1C=CC(=CC1)[P](C=2C=CC=CC2)(C=3C=CC=CC3)[Pd]([P](C=4C=CC=CC4)(C=5C=CC=CC5)C=6C=CC=CC6)([P](C=7C=CC=CC7)(C=8C=CC=CC8)C=9C=CC=CC9)[P](C=1C=CC=CC1)(C=1C=CC=CC1)C=1C=CC=CC1 (Tetrakis(triphenylphosphine)palladium(0)), [Cu](I)I (copper iodide). The solvent is C(C)(=O)OCC (ethyl acetate), CN(C=O)C (N,N-dimethylformamide). Run at temperature 65 celsius, time 1 hour. The product is C(C)(=O)C=1C=CC(=NC1OC)/C(=C/[C@H]1CCC(N1CC1=C(C=C(C=C1)OC)OC)=O)/C1=CC=C(C=C1)C(C)(C)C ((5R)-5-[(E)-2-(5-acetyl-6-methoxypyridin-2-yl)-2-(4-tert-butylphenyl)ethenyl]-1-(2,4-dimethoxybenzyl)pyrrolidin-2-one). RXN SMILES: [C:1]([C:5]1[CH:10]=[CH:9][C:8](/[C:11](/[Sn](CCCC)(CCCC)CCCC)=[CH:12]\[C@@H:13]2[N:17]([CH2:18][C:19]3[CH:24]=[CH:23][C:22]([O:25][CH3:26])=[CH:21][C:20]=3[O:27][CH3:28])[C:16](=[O:29])[CH2:15][CH2:14]2)=[CH:7][CH:6]=1)([CH3:4])([CH3:3])[CH3:2].Br[C:44]1[N:49]=[C:48]([O:50][CH3:51])[C:47]([C:52](=[O:54])[CH3:53])=[CH:46][CH:45]=1.[F-].[Cs+].O>CN(C)C=O.C1C=CC([P]([Pd]([P](C2C=CC=CC=2)(C2C=CC=CC=2)C2C=CC=CC=2)([P](C2C=CC=CC=2)(C2C=CC=CC=2)C2C=CC=CC=2)[P](C2C=CC=CC=2)(C2C=CC=CC=2)C2C=CC=CC=2)(C2C=CC=CC=2)C2C=CC=CC=2)=CC=1.[Cu](I)I.C(OCC)(=O)C>[C:52]([C:47]1[CH:46]=[CH:45][C:44](/[C:11](/[C:8]2[CH:7]=[CH:6][C:5]([C:1]([CH3:4])([CH3:3])[CH3:2])=[CH:10][CH:9]=2)=[CH:12]/[C@@H:13]2[N:17]([CH2:18][C:19]3[CH:24]=[CH:23][C:22]([O:25][CH3:26])=[CH:21][C:20]=3[O:27][CH3:28])[C:16](=[O:29])[CH2:15][CH2:14]2)=[N:49][C:48]=1[O:50][CH3:51])(=[O:54])[CH3:53] |f:2.3,^1:66,68,87,106|. Procedure details: Tetrakis(triphenylphosphine)palladium(0) (170 mg) was added to a solution of (5R)-5-[(E)-2-(4-tert-butylphenyl)-2-(tributylstannyl)ethenyl]-1-(2,4-dimethoxybenzyl)pyrrolidin-2-one obtained in Reference Example 4-26 (1.00 g), 1-(6-bromo-2-methoxypyridin-3-yl)ethanone obtained in Reference Example 4-40 (674 mg), cesium fluoride (447 mg) and copper iodide (308 mg) in N,N-dimethylformamide (10 mL) in a nitrogen atmosphere, and the mixture was stirred at 65° C. for one hour. The reaction solution was... The reactants are C(C)OC(CCCOC1=C(C(=CC=C1)CCCCCCOC1=CC(=CC(=C1)Br)C(C)=O)CCC(=O)OCC)=O (4-[3-[6-(3-acetyl-5-bromo-phenoxy)-hexyl]-2-(2-ethoxycarbonyl-ethyl)-phenoxy]-butyric acid ethyl ester), C1OC=2C=C(C=CC2O1)B(O)O (3,4-methylenedioxyphenylboronic acid), C([O-])([O-])=O.[Cs+].[Cs+] (cesium carbonate). The reagents and catalysts are C1=CC=C(C=C1)P([C-]2C=CC=C2)C3=CC=CC=C3.C1=CC=C(C=C1)P([C-]2C=CC=C2)C3=CC=CC=C3.Cl[Pd]Cl.[Fe+2] ([1,1′-bis(diphenylphosphino)ferrocene]dichloropalladium(II)). Product: C(C)OC(CCCOC1=C(C(=CC=C1)CCCCCCOC1=CC(=CC(=C1)C1=CC2=C(OCO2)C=C1)C(C)=O)CCC(=O)OCC)=O (4-[3-[6-(3-acetyl-5-benzo[1,3]-dioxol-5-yl-phenoxy)-hexyl]-2-(2-ethoxycarbonyl-ethyl)-phenoxy]-butyric acid ethyl ester). Yield: 72.7%. Reaction SMILES: [CH2:1]([O:3][C:4](=[O:39])[CH2:5][CH2:6][CH2:7][O:8][C:9]1[CH:14]=[CH:13][CH:12]=[C:11]([CH2:15][CH2:16][CH2:17][CH2:18][CH2:19][CH2:20][O:21][C:22]2[CH:27]=[C:26](Br)[CH:25]=[C:24]([C:29](=[O:31])[CH3:30])[CH:23]=2)[C:10]=1[CH2:32][CH2:33][C:34]([O:36][CH2:37][CH3:38])=[O:35])[CH3:2].[CH2:40]1[O:48][C:47]2[CH:46]=[CH:45][C:44](B(O)O)=[CH:43][C:42]=2[O:41]1.C(=O)([O-])[O-].[Cs+].[Cs+]>C1C=CC(P(C2C=CC=CC=2)[C-]2C=CC=C2)=CC=1.C1C=CC(P(C2C=CC=CC=2)[C-]2C=CC=C2)=CC=1.Cl[Pd]Cl.[Fe+2]>[CH2:1]([O:3][C:4](=[O:39])[CH2:5][CH2:6][CH2:7][O:8][C:9]1[CH:14]=[CH:13][CH:12]=[C:11]([CH2:15][CH2:16][CH2:17][CH2:18][CH2:19][CH2:20][O:21][C:22]2[CH:27]=[C:26]([C:45]3[CH:44]=[CH:43][C:42]4[O:41][CH2:40][O:48][C:47]=4[CH:46]=3)[CH:25]=[C:24]([C:29](=[O:31])[CH3:30])[CH:23]=2)[C:10]=1[CH2:32][CH2:33][C:34]([O:36][CH2:37][CH3:38])=[O:35])[CH3:2] |f:2.3.4,5.6.7.8|. Reported procedure: A similar procedure as described in Example 43, step 4 was used, starting from 4-[3-[6-(3-acetyl-5-bromo-phenoxy)-hexyl]-2-(2-ethoxycarbonyl-ethyl)-phenoxy]-butyric acid ethyl ester (303 mg, 0.5 mmol), 3,4-methylenedioxyphenylboronic acid (166 mg, 1.0 mmol), [1,1′-bis(diphenylphosphino)ferrocene]dichloropalladium(II) (73 mg, 0.1 mmol), and cesium carbonate (326 mg, 1.0 mmol) to obtain 4-[3-[6-(3-acetyl-5-benzo[1,3]-dioxol-5-yl-phenoxy)-hexyl]-2-(2-ethoxycarbonyl-ethyl)-phenoxy]-butyric acid ethy... The reactants are COCCOc1ccc2c(C#N)c(-c3ccc(NC(=O)Oc4ccc(OC)cc4)cc3)n(C3CCC3)c2c1, CC1CCNCC1, ClCCl. The product is COCCOc1ccc2c(C#N)c(-c3ccc(NC(=O)N4CCC(C)CC4)cc3)n(C3CCC3)c2c1. As a reaction SMILES: [CH3:1][O:2][c:3]1[cH:4][cH:5][c:6]([O:9][C:10](=[O:7])[NH:11][c:12]2[cH:13][cH:14][c:15](-[c:18]3[n:19]([CH:34]4[CH2:35][CH2:36][CH2:37]4)[c:20]4[cH:21][c:22]([O:29][CH2:30][CH2:31][O:32][CH3:33])[cH:23][cH:24][c:25]4[c:26]3[C:27]#[N:28])[cH:16][cH:17]2)[cH:8][cH:38]1.[CH3:39][CH:40]1[CH2:41][CH2:42][NH:43][CH2:44][CH2:45]1.[Cl:46][CH2:47][Cl:48]>>[O:9]=[C:10]([NH:11][c:12]1[cH:13][cH:14][c:15](-[c:18]2[n:19]([CH:34]3[CH2:35][CH2:36][CH2:37]3)[c:20]3[cH:21][c:22]([O:29][CH2:30][CH2:31][O:32][CH3:33])[cH:23][cH:24][c:25]3[c:26]2[C:27]#[N:28])[cH:16][cH:17]1)[N:43]1[CH2:42][CH2:41][CH:40]([CH3:39])[CH2:45][CH2:44]1. Procedure details: 5-Fluorosalicylaldehyde (4.4 g), diethylbromomalonate (11.3 g) and methyl ethyl ketone (35 ml) were stirred together. Anhydrous potassium carbonate (8.7 g) was added and the mixture was heated at reflux for 4 hours. Excess dilute sulphuric acid was added and the mixture was extracted with diethyl ether. The combined extracts were washed with water, dried and evaporated to leave an oil which was treated with 10% w/v ethanolic KOH (60 ml) and heated at reflux for 45 minutes. The solvent was evapor... Isolated yield 19.4%. As a reaction SMILES: [F:1][C:2]1[CH:9]=[C:6]([CH:7]=O)[C:5]([OH:10])=[CH:4][CH:3]=1.C([O:13][C:14](=[O:22])[CH:15](Br)C(OCC)=O)C.C(=O)([O-])[O-].[K+].[K+].S(=O)(=O)(O)O.[OH-].[K+]>C(C(C)=O)C>[F:1][C:2]1[CH:3]=[CH:4][C:5]2[O:10][C:15]([C:14]([OH:22])=[O:13])=[CH:7][C:6]=2[CH:9]=1 |f:2.3.4,6.7|. Solvent: C(C)C(=O)C (methyl ethyl ketone). The product is FC=1C=CC2=C(C=C(O2)C(=O)O)C1 (5-Fluorobenzofuran-2-carboxylic acid). Starting materials: S(O)(O)(=O)=O (sulphuric acid), [OH-].[K+] (KOH), FC1=CC=C(C(C=O)=C1)O (5-Fluorosalicylaldehyde), C(C)OC(C(C(=O)OCC)Br)=O (diethylbromomalonate), C([O-])([O-])=O.[K+].[K+] (potassium carbonate).